Dataset: the Open Reaction Database (ORD), a public repository of structured organic reaction records. Task: describe an organic reaction: reactants, conditions, products, and yield Starting materials: BrB(Br)Br, COc1cccc(C(=C2CN(C(c3ccc(Cl)cc3)c3ccc(Cl)cc3)C2)S(C)(=O)=O)c1, ClCCl. The product is CS(=O)(=O)C(=C1CN(C(c2ccc(Cl)cc2)c2ccc(Cl)cc2)C1)c1cccc(O)c1. RXN SMILES: [B:33]([Br:34])([Br:35])[Br:36].[Cl:1][c:2]1[cH:3][cH:4][c:5]([CH:8]([N:9]2[CH2:10][C:11](=[C:13]([S:14](=[O:15])(=[O:16])[CH3:17])[c:18]3[cH:19][c:20]([O:24][CH3:25])[cH:21][cH:22][cH:23]3)[CH2:12]2)[c:26]2[cH:27][cH:28][c:29]([Cl:32])[cH:30][cH:31]2)[cH:6][cH:7]1.[Cl:37][CH2:38][Cl:39]>>[Cl:1][c:2]1[cH:3][cH:4][c:5]([CH:8]([N:9]2[CH2:10][C:11](=[C:13]([S:14](=[O:15])(=[O:16])[CH3:17])[c:18]3[cH:19][c:20]([OH:24])[cH:21][cH:22][cH:23]3)[CH2:12]2)[c:26]2[cH:27][cH:28][c:29]([Cl:32])[cH:30][cH:31]2)[cH:6][cH:7]1. Reactants: Br, COc1ccccc1, CC(=O)O, CN1C(=O)CNC1=O. Product: COc1ccc(C2NC(=O)N(C)C2=O)cc1. As a reaction SMILES: [Br:9].[CH3:10][O:11][c:12]1[cH:13][cH:14][cH:15][cH:16][cH:17]1.[CH3:18][C:19](=[O:20])[OH:21].[CH3:1][N:2]1[C:3](=[O:8])[NH:4][CH2:5][C:6]1=[O:7]>>[CH3:1][N:2]1[C:3](=[O:8])[NH:4][CH:5]([c:15]2[cH:14][cH:13][c:12]([O:11][CH3:10])[cH:17][cH:16]2)[C:6]1=[O:7]. Starting materials: NC=1C=C(C=CC1)[C@H](CC(=O)OCC)NC(=O)OCC1=CC=CC=C1 ((S)-ethyl 3-(3-aminophenyl)-3-(benzyloxycarbonylamino)propanoate), C(C1=CC=CC=C1)OC(=O)N[C@H](CC(=O)OCC)C1=CC(=CC=C1)[N+](=O)[O-] ((R)-ethyl 3-(benzyloxycarbonylamino)-3-(3-nitrophenyl)propanoate). Reagents/catalysts: [Fe] (Fe). Yields the product NC=1C=C(C=CC1)[C@@H](CC(=O)OCC)NC(=O)OCC1=CC=CC=C1 ((R)-ethyl 3-(3-aminophenyl)-3-(benzyloxycarbonylamino)propanoate). Yield: 95.0%. Reaction SMILES: [NH2:1][C:2]1[CH:3]=[C:4]([C@@H:8]([NH:15][C:16]([O:18][CH2:19][C:20]2[CH:25]=[CH:24][CH:23]=[CH:22][CH:21]=2)=[O:17])[CH2:9][C:10]([O:12][CH2:13][CH3:14])=[O:11])[CH:5]=[CH:6][CH:7]=1.C(OC(N[C@@H](C1C=CC=C([N+]([O-])=O)C=1)CC(OCC)=O)=O)C1C=CC=CC=1>[Fe]>[NH2:1][C:2]1[CH:3]=[C:4]([C@H:8]([NH:15][C:16]([O:18][CH2:19][C:20]2[CH:21]=[CH:22][CH:23]=[CH:24][CH:25]=2)=[O:17])[CH2:9][C:10]([O:12][CH2:13][CH3:14])=[O:11])[CH:5]=[CH:6][CH:7]=1. Procedure details: Using a procedure analogous to that used to prepare 34C, 39B (3.1 g, 8.3 mmol) was reacted with Fe to afford 39C (2.7 g, 95%) as a white solid. MS (ESI) m/z 343.35 (M+H)+. The reactants are C(C1=CC=CC=C1)(C1=CC=CC=C1)(C1=CC=CC=C1)N1C=NC(=C1)C1=NOC(=N1)C(=O)O (3-(1-trityl-1H-imidazol-4-yl)-1,2,4-oxadiazole-5-carboxylic acid), N[C@H](CN1N=C(C=C1)C1=CC(=C(C#N)C=C1)Cl)C ((S)-4-(1-(2-aminopropyl)-1H-pyrazol-3-yl)-2-chlorobenzonitrile). Product: ClC=1C=C(C=CC1C#N)C1=NN(C=C1)C[C@H](C)NC(=O)C1=NC(=NO1)C=1N=CN(C1)C(C1=CC=CC=C1)(C1=CC=CC=C1)C1=CC=CC=C1 ((S)—N-(1-(3-(3-chloro-4-cyanophenyl)-1H-pyrazol-1-yl)propan-2-yl)-3-(1-trityl-1H-imidazol-4-yl)-1,2,4-oxadiazole-5-carboxamide). RXN SMILES: [C:1]([N:20]1[CH:24]=[C:23]([C:25]2[N:29]=[C:28]([C:30]([OH:32])=O)[O:27][N:26]=2)[N:22]=[CH:21]1)([C:14]1[CH:19]=[CH:18][CH:17]=[CH:16][CH:15]=1)([C:8]1[CH:13]=[CH:12][CH:11]=[CH:10][CH:9]=1)[C:2]1[CH:7]=[CH:6][CH:5]=[CH:4][CH:3]=1.[NH2:33][C@@H:34]([CH3:50])[CH2:35][N:36]1[CH:40]=[CH:39][C:38]([C:41]2[CH:48]=[CH:47][C:44]([C:45]#[N:46])=[C:43]([Cl:49])[CH:42]=2)=[N:37]1>>[Cl:49][C:43]1[CH:42]=[C:41]([C:38]2[CH:39]=[CH:40][N:36]([CH2:35][C@@H:34]([NH:33][C:30]([C:28]3[O:27][N:26]=[C:25]([C:23]4[N:22]=[CH:21][N:20]([C:1]([C:14]5[CH:19]=[CH:18][CH:17]=[CH:16][CH:15]=5)([C:2]5[CH:3]=[CH:4][CH:5]=[CH:6][CH:7]=5)[C:8]5[CH:13]=[CH:12][CH:11]=[CH:10][CH:9]=5)[CH:24]=4)[N:29]=3)=[O:32])[CH3:50])[N:37]=2)[CH:48]=[CH:47][C:44]=1[C:45]#[N:46]. Reported procedure: The title compound was prepared using the method of Example 34(d) starting from 3-(1-trityl-1H-imidazol-4-yl)-1,2,4-oxadiazole-5-carboxylic acid (0.211 g, 0.499 mmol) and (S)-4-(1-(2-aminopropyl)-1H-pyrazol-3-yl)-2-chlorobenzonitrile (0.1 g, 0.384 mmol). The product was purified by flash chromatography. LC-MS: [M+1]=666.142. The reactants are COC=C(C(=O)OC)c1c(OC)ncnc1Oc1cccc(CBr)c1, O=C([O-])[O-], CN(C)C=O, [K+], [K+], N#Cc1ccccc1O. Yields the product COC=C(C(=O)OC)c1c(OC)ncnc1Oc1cccc(COc2ccccc2C#N)c1. RXN SMILES: [Br:1][CH2:2][c:3]1[cH:4][c:5]([O:6][c:7]2[n:8][cH:9][n:10][c:11]([O:21][CH3:22])[c:12]2[C:13]([C:14](=[O:15])[O:16][CH3:17])=[CH:18][O:19][CH3:20])[cH:23][cH:24][cH:25]1.[C:35](=[O:36])([O-:37])[O-:38].[CH3:41][N:42]([CH3:43])[CH:44]=[O:45].[K+:39].[K+:40].[OH:26][c:27]1[c:28]([C:29]#[N:30])[cH:31][cH:32][cH:33][cH:34]1>>[CH2:2]([c:3]1[cH:4][c:5]([O:6][c:7]2[n:8][cH:9][n:10][c:11]([O:21][CH3:22])[c:12]2[C:13]([C:14](=[O:15])[O:16][CH3:17])=[CH:18][O:19][CH3:20])[cH:23][cH:24][cH:25]1)[O:26][c:27]1[c:28]([C:29]#[N:30])[cH:31][cH:32][cH:33][cH:34]1.